The task is: describe an organic reaction: reactants, conditions, products, and yield. This data is from the Open Reaction Database (ORD), a public repository of structured organic reaction records. Reaction SMILES: [Cl:1][C:2]1[CH:7]=[CH:6][C:5]([CH:8]2[CH2:13][NH:12][C:11]3[CH:14]=[CH:15][CH:16]=[CH:17][C:10]=3[S:9]2)=[CH:4][CH:3]=1.C(=O)([O-])O.[Na+].[Br:23][CH2:24][CH2:25][CH2:26][C:27](Cl)=[O:28]>C(OCC)(=O)C>[Br:23][CH2:24][CH2:25][CH2:26][C:27]([N:12]1[C:11]2[CH:14]=[CH:15][CH:16]=[CH:17][C:10]=2[S:9][CH:8]([C:5]2[CH:4]=[CH:3][C:2]([Cl:1])=[CH:7][CH:6]=2)[CH2:13]1)=[O:28] |f:1.2|. Solvent: C(C)(=O)OCC (ethyl acetate), C(C)(=O)OCC (ethyl acetate). Yields the product BrCCCC(=O)N1CC(SC2=C1C=CC=C2)C2=CC=C(C=C2)Cl (4-(4-bromobutyryl)-2-(4-chlorophenyl)-3,4-dihyro-2H-1,4-benzothiazine). Isolated yield 93.2%. Procedure details: To a mixture of 2-(4-chlorophenyl)-3,4-dihydro2H-1,4-benzothiazine (1.08 g), ethyl acetate (20 ml) and aqueous sodium hydrogen carbonate solution (20 ml) is added dropwise a solution of 4-bromobutyryl chloride (0.97 g) in ethyl acetate (5 ml) with stirring under ice cooling. The ethyl acetate layer is washed, dried and distilled to remove the solvent. The residue is recrystallized from ethyl acetate-n-hexane to give 4-(4-bromobutyryl)-2-(4-chlorophenyl)-3,4-dihyro-2H-1,4-benzothiazine (1.58 g, y... Reactants: ClC1=CC=C(C=C1)C1SC2=C(NC1)C=CC=C2 (2-(4-chlorophenyl)-3,4-dihydro2H-1,4-benzothiazine), C(O)([O-])=O.[Na+] (sodium hydrogen carbonate), BrCCCC(=O)Cl (4-bromobutyryl chloride). The reactants are C[C@H](C(=O)O)C1=CC2=CC=C(C=C2C=C1)OCCCCCCC1=C(C(=CC=C1)OCC1=CC=CC=C1)OCC1=CC=CC=C1 ((S)-alpha-methyl-6-[6-[2,3-bis(phenylmethoxy)phenyl]hexyloxy]-2-naphthaleneacetic acid), OC1=C(C=CC=C1O)CCCCCCOC1=C(C=CC2=CC=CC=C12)[C@@H](C(=O)O)C ((S)-[6-(2,3-dihydroxyphenyl)hexyloxy]-alpha-methyl-2-naphthaleneacetic acid), [H][H] (hydrogen). The reagents and catalysts are [Pd] (palladium on carbon). Solvent: C(C)(=O)OCC (ethyl acetate). The product is OC1=C(C=CC=C1O)CCCCCCOC=1C=C2C=CC(=CC2=CC1)[C@@H](C(=O)O)C ((S)-6-[6-(2,3-Dihydroxvphenyl)hexyloxy]-alpha-methyl-2-naphthaleneacetic acid). The yield is 85.0%. RXN SMILES: [CH3:1][C@@H:2]([C:6]1[CH:15]=[CH:14][C:13]2[C:8](=[CH:9][CH:10]=[C:11]([O:16][CH2:17][CH2:18][CH2:19][CH2:20][CH2:21][CH2:22][C:23]3[CH:28]=[CH:27][CH:26]=[C:25]([O:29]CC4C=CC=CC=4)[C:24]=3[O:37]CC3C=CC=CC=3)[CH:12]=2)[CH:7]=1)[C:3]([OH:5])=[O:4].[H][H].OC1C(O)=CC=CC=1CCCCCCOC1C2C(=CC=CC=2)C=CC=1[C@H](C)C(O)=O>[Pd].C(OCC)(=O)C>[OH:37][C:24]1[C:25]([OH:29])=[CH:26][CH:27]=[CH:28][C:23]=1[CH2:22][CH2:21][CH2:20][CH2:19][CH2:18][CH2:17][O:16][C:11]1[CH:12]=[C:13]2[C:8](=[CH:9][CH:10]=1)[CH:7]=[C:6]([C@H:2]([CH3:1])[C:3]([OH:5])=[O:4])[CH:15]=[CH:14]2. Reported procedure: A mixture of 4.9 g (8.3 mmol) of (S)-alpha-methyl-6-[6-[2,3-bis(phenylmethoxy)phenyl]hexyloxy]-2-naphthaleneacetic acid and 0.5 g of 10% palladium on carbon in 100 mL of ethyl acetate was shaken in a hydrogen atmosphere for 22 hours. The reaction mixture was filtered through Celite and the filtrate was concentrated at reduced pressure to an oil which was crystallized from ether-hexane to give 2.9 g (85% yield), mp 136°-139°, of (S)-[6-(2,3-dihydroxyphenyl)hexyloxy]-alpha-methyl-2-naphthaleneacet... Reactants: N1=CC=CC=C1 (pyridine), C(C1=CC=CC=C1)OC1C(OCC2(CC1)OCCO2)(CCCC(CO)C)C (3-benzyloxy-6,6-ethylenedioxy-2-methyl-2-(4'-methyl-5'-hydroxypentyl)-oxepane). The reagents and catalysts are [O-2].[O-2].[O-2].[Cr+6] (chromium trioxide). Run in C(Cl)Cl (methylene chloride), C(Cl)Cl (methylene chloride). Run at temperature -10 celsius, time 30 minute. Product: C(C1=CC=CC=C1)OC1C(OCC2(CC1)OCCO2)(CCCC(C=O)C)C (3-benzyloxy-6,6-ethylenedioxy-2-methyl-2-(4'-methyl-5'-oxopentyl)-oxepane). Yield: 83.1%. RXN SMILES: N1C=CC=CC=1.[CH2:7]([O:14][CH:15]1[CH2:21][CH2:20][C:19]2([O:25][CH2:24][CH2:23][O:22]2)[CH2:18][O:17][C:16]1([CH3:33])[CH2:26][CH2:27][CH2:28][CH:29]([CH3:32])[CH2:30][OH:31])[C:8]1[CH:13]=[CH:12][CH:11]=[CH:10][CH:9]=1>C(Cl)Cl.[O-2].[O-2].[O-2].[Cr+6]>[CH2:7]([O:14][CH:15]1[CH2:21][CH2:20][C:19]2([O:22][CH2:23][CH2:24][O:25]2)[CH2:18][O:17][C:16]1([CH3:33])[CH2:26][CH2:27][CH2:28][CH:29]([CH3:32])[CH:30]=[O:31])[C:8]1[CH:9]=[CH:10][CH:11]=[CH:12][CH:13]=1 |f:3.4.5.6|. Reported procedure: A solution of pyridine (3.6 g, 0.0444 mol) and chromium trioxide (2.2 g, 0.0222 mol) in methylene chloride (450 ml) at 23° C. in a nitrogen atmosphere is stirred for 45 minutes. The mixture is cooled to -10° C. and celite (13 g) is added followed by (2S*, 3R*)-3-benzyloxy-6,6-ethylenedioxy-2-methyl-2-(4'-methyl-5'-hydroxypentyl)-oxepane (1.4 g, 0.0037 mol) in methylene chloride (150 ml). The mixture is stirred for 1 hour at -10° C. and 30 minutes at 0° C. The mixture is then filtered and the cel...